From a dataset of the Open Reaction Database (ORD), a public repository of structured organic reaction records. describe an organic reaction: reactants, conditions, products, and yield Starting materials: N([C@H](CCCCNC(=O)OCC1=CC=CC=C1)C(=O)N1[C@@H](C(=O)OCC2=CC=CC=C2)CCC1)C(=O)C (Ac-D-Lys(Z)-D-Pro-OBzl), Cl (HCl), [OH-].[Na+] (NaOH), C(C)(C)OC(C)C (diisopropyl ether). Run in ClCCl (dichloromethane), CO (methanol). Reaction conditions: time 8 hour. Yields the product N([C@H](CCCCNC(=O)OCC1=CC=CC=C1)C(=O)N1[C@@H](C(=O)O)CCC1)C(=O)C (Ac-D-Lys(Z)-D-Pro-OH). The yield is 98.0%. RXN SMILES: [NH:1]([C:35]([CH3:37])=[O:36])[C@@H:2]([C:18]([N:20]1[CH2:34][CH2:33][CH2:32][C@@H:21]1[C:22]([O:24]CC1C=CC=CC=1)=[O:23])=[O:19])[CH2:3][CH2:4][CH2:5][CH2:6][NH:7][C:8]([O:10][CH2:11][C:12]1[CH:17]=[CH:16][CH:15]=[CH:14][CH:13]=1)=[O:9].[OH-].[Na+].C(OC(C)C)(C)C.Cl>ClCCl.CO>[NH:1]([C:35]([CH3:37])=[O:36])[C@@H:2]([C:18]([N:20]1[CH2:34][CH2:33][CH2:32][C@@H:21]1[C:22]([OH:24])=[O:23])=[O:19])[CH2:3][CH2:4][CH2:5][CH2:6][NH:7][C:8]([O:10][CH2:11][C:12]1[CH:17]=[CH:16][CH:15]=[CH:14][CH:13]=1)=[O:9] |f:1.2|. Procedure: The Ac-D-Lys(Z)-D-Pro-OBzl compound obtained at the previous steps (in theory: 230 mmol) is mixed with 313 ml of methanol, added with 313 ml of 1N NaOH (313 mmol, 1.36 eq), and stirred overnight at room temperature. The reaction completion is CCM controlled. Thereafter, diisopropyl ether is added (313 ml, 11 vol.), the medium is decanted and the aqueous phase is extracted again three times with 3×150 ml of diisopropyl ether. The aqueous phase is then poured onto a blend of 540 ml of dichlorometh... Starting materials: Br.ClC1=C(C=C(C=C1)C1(N(C(SC1)=NC)C)O)S(=O)(=O)Cl (4-(4-chloro-3-chlorosulfonylphenyl)-3-methyl-2-methylimino-1,3-thiazolidine-4-ol-hydrobromide), C(C1=CC=CC=C1)(C1=CC=CC=C1)N (benzhydrylamine). Solvent: C(C)N(CC)CC (triethyl amine). Yields the product C(C1=CC=CC=C1)(C1=CC=CC=C1)NS(=O)(=O)C=1C=C(C=CC1Cl)C1(N(C(SC1)=NC)C)O (4-(3-Benzhydrylsulfamoyl-4-chlorophenyl)-3-methyl-2-methylimino-1,3-thiazolidine-4-ol). RXN SMILES: Br.[Cl:2][C:3]1[CH:8]=[CH:7][C:6]([C:9]2([OH:17])[CH2:13][S:12][C:11](=[N:14][CH3:15])[N:10]2[CH3:16])=[CH:5][C:4]=1[S:18](Cl)(=[O:20])=[O:19].[CH:22]([NH2:35])([C:29]1[CH:34]=[CH:33][CH:32]=[CH:31][CH:30]=1)[C:23]1[CH:28]=[CH:27][CH:26]=[CH:25][CH:24]=1>C(N(CC)CC)C>[CH:22]([NH:35][S:18]([C:4]1[CH:5]=[C:6]([C:9]2([OH:17])[CH2:13][S:12][C:11](=[N:14][CH3:15])[N:10]2[CH3:16])[CH:7]=[CH:8][C:3]=1[Cl:2])(=[O:20])=[O:19])([C:29]1[CH:30]=[CH:31][CH:32]=[CH:33][CH:34]=1)[C:23]1[CH:28]=[CH:27][CH:26]=[CH:25][CH:24]=1 |f:0.1|. Reported procedure: 6.5 g of 4-(4-chloro-3-chlorosulfonylphenyl)-3-methyl-2-methylimino-1,3-thiazolidine-4-ol-hydrobromide were reacted as prescribed in Example 76 with 2.7 g of benzhydrylamine and 4 g of triethyl amine and worked up. Colorless solid body, decomposition beginning at 103° C, γ C=N 1620 cm-1. Starting materials: C(C)(=O)C1=CC=C(C(C(=O)OC)=C1)O (Methyl 5-acetylsalicylate), HClO4. Reagents/catalysts: [Pd] (Pd-C). Run in C(C)(=O)OCC (ethyl acetate). The product is C(C)C1=CC=C(C(C(=O)OC)=C1)O (methyl 5-ethylsalicylate). Reaction SMILES: [C:1]([C:4]1[CH:13]=[C:8]([C:9]([O:11][CH3:12])=[O:10])[C:7]([OH:14])=[CH:6][CH:5]=1)(=O)[CH3:2]>C(OCC)(=O)C.[Pd]>[CH2:1]([C:4]1[CH:13]=[C:8]([C:9]([O:11][CH3:12])=[O:10])[C:7]([OH:14])=[CH:6][CH:5]=1)[CH3:2]. Procedure details: Methyl 5-acetylsalicylate (10.0 g) was hydrogenated in the presence of 5% Pd-C (1.0 g) in ethyl acetate (200 ml) containing 70% HClO4 (2 ml) at room temperature under usual pressure of H2 gas with stirring. The catalyst was filtered off and the filtrate was evaporated in vacuo to give crude methyl 5-ethylsalicylate as pale brown oil. The reactants are C1CCOC1, COC(=O)c1c(CBr)c(-c2ccccc2)nc2ccccc12, CC(C)N1CCNCC1. The product is COC(=O)c1c(CN2CCN(C(C)C)CC2)c(-c2ccccc2)nc2ccccc12. RXN SMILES: [CH2:32]1[O:33][CH2:34][CH2:35][CH2:36]1.[CH3:1][O:2][C:3](=[O:4])[c:5]1[c:6]([CH2:21][Br:22])[c:7](-[c:15]2[cH:16][cH:17][cH:18][cH:19][cH:20]2)[n:8][c:9]2[cH:10][cH:11][cH:12][cH:13][c:14]12.[CH:23]([CH3:24])([CH3:25])[N:26]1[CH2:27][CH2:28][NH:29][CH2:30][CH2:31]1>>[CH3:1][O:2][C:3](=[O:4])[c:5]1[c:6]([CH2:21][N:29]2[CH2:28][CH2:27][N:26]([CH:23]([CH3:24])[CH3:25])[CH2:31][CH2:30]2)[c:7](-[c:15]2[cH:16][cH:17][cH:18][cH:19][cH:20]2)[n:8][c:9]2[cH:10][cH:11][cH:12][cH:13][c:14]12. Reactants: COC(=O)c1cccc(CBr)c1, CN(C)C=O, [H-], O=c1[nH]c2ccc([N+](=O)[O-])cc2[nH]c1=O, [Na+]. Yields the product COC(=O)c1cccc(Cn2c(=O)c(=O)[nH]c3cc([N+](=O)[O-])ccc32)c1. RXN SMILES: [CH3:18][O:19][C:20]([c:21]1[cH:22][c:23]([CH2:27][Br:28])[cH:24][cH:25][cH:26]1)=[O:29].[CH3:30][N:31]([CH3:32])[CH:33]=[O:34].[H-:16].[N+:1](=[O:2])([O-:3])[c:4]1[cH:5][c:6]2[nH:7][c:8](=[O:15])[c:9](=[O:14])[nH:10][c:11]2[cH:12][cH:13]1.[Na+:17]>>[N+:1](=[O:2])([O-:3])[c:4]1[cH:5][c:6]2[nH:7][c:8](=[O:15])[c:9](=[O:14])[n:10]([CH2:27][c:23]3[cH:22][c:21]([C:20]([O:19][CH3:18])=[O:29])[cH:26][cH:25][cH:24]3)[c:11]2[cH:12][cH:13]1. The reactants are FC1=C(C(=CC=C1)\C=C\[N+](=O)[O-])C (1-Fluoro-2-methyl-3-((E)-2-nitro-ethenyl)-benzene), [BH4-].[Na+] (sodium borohydride). Solvent: C(C)(C)O (isopropanol), C(Cl)(Cl)Cl (chloroform). Run at time 0.5 hour. The product is FC1=C(C(=CC=C1)CC[N+](=O)[O-])C (1-Fluoro-2-methyl-3-(2-nitro-ethyl)-benzene). Yield: 88.2%. As a reaction SMILES: [F:1][C:2]1[CH:7]=[CH:6][CH:5]=[C:4](/[CH:8]=[CH:9]/[N+:10]([O-:12])=[O:11])[C:3]=1[CH3:13].[BH4-].[Na+]>C(O)(C)C.C(Cl)(Cl)Cl>[F:1][C:2]1[CH:7]=[CH:6][CH:5]=[C:4]([CH2:8][CH2:9][N+:10]([O-:12])=[O:11])[C:3]=1[CH3:13] |f:1.2|. Procedure: Analogously to the procedure described in A. K. Sinhababu et al., Tetrahedron Lett. 24 (1983), 227, to a solution of the compound of step 1 (16.85 g, 93.01 mmol) in isopropanol (275 ml) and chloroform (825 ml) were added dry silica gel (110 g) and then in small portions sodium borohydride (7.038 g, 186.02 mmol). The mixture was stirred at room temperature for 0.5 h, then cooled to 0° C. and quenched by slow addition of 10 ml of 5 N hydrochloric acid. After stirring for 10 min, the silica gel was... Reactants: CCN(C(C)C)C(C)C, ClCCl, CC(C)(C(=O)Cl)c1cc(C(F)(F)F)cc(C(F)(F)F)c1, CN1CCN(c2cc(I)c(N)cn2)CC1. Product: CN1CCN(c2cc(I)c(NC(=O)C(C)(C)c3cc(C(F)(F)F)cc(C(F)(F)F)c3)cn2)CC1. Reaction SMILES: [CH:16]([N:17]([CH2:18][CH3:19])[CH:20]([CH3:21])[CH3:22])([CH3:23])[CH3:24].[Cl:45][CH2:46][Cl:47].[F:25][C:26]([c:27]1[cH:28][c:29]([C:37]([C:38](=[O:39])[Cl:40])([CH3:41])[CH3:42])[cH:30][c:31]([C:33]([F:34])([F:35])[F:36])[cH:32]1)([F:43])[F:44].[I:1][c:2]1[c:3]([NH2:15])[cH:4][n:5][c:6]([N:8]2[CH2:9][CH2:10][N:11]([CH3:14])[CH2:12][CH2:13]2)[cH:7]1>>[I:1][c:2]1[c:3]([NH:15][C:38]([C:37]([c:29]2[cH:28][c:27]([C:26]([F:25])([F:43])[F:44])[cH:32][c:31]([C:33]([F:34])([F:35])[F:36])[cH:30]2)([CH3:41])[CH3:42])=[O:39])[cH:4][n:5][c:6]([N:8]2[CH2:9][CH2:10][N:11]([CH3:14])[CH2:12][CH2:13]2)[cH:7]1. Starting materials: N1CCOCC1 (morpholine), Cl (hydrochloric acid), N1(CCOCC1)S(=O)(=O)C1=CC=C2CCNCC2=C1 (7-(morpholin-4-ylsulfonyl)-1,2,3,4-tetrahydroisoquinoline), C(C)(=O)N1CC2=CC(=CC=C2CC1)S(=O)(=O)Cl (2-acetyl-1,2,3,4-tetrahydroisoquinoline-7-sulfonyl chloride), C(C)(C)NC(C)C (diisopropylamine). Solvent: C1CCOC1 (THF). Yields the product C(C)(=O)N1CC2=CC(=CC=C2CC1)S(=O)(=O)N1CCOCC1 (N-Acetyl-7-(morpholin-4-ylsulfonyl)-1,2,3,4-tetrahydroisoquinoline). RXN SMILES: [NH:1]1[CH2:6][CH2:5][O:4][CH2:3][CH2:2]1.[C:7]([N:10]1[CH2:19][CH2:18][C:17]2[C:12](=[CH:13][C:14]([S:20](Cl)(=[O:22])=[O:21])=[CH:15][CH:16]=2)[CH2:11]1)(=[O:9])[CH3:8].C(NC(C)C)(C)C.Cl.N1(S(C2C=C3C(CCNC3)=CC=2)(=O)=O)CCOCC1>C1COCC1>[C:7]([N:10]1[CH2:19][CH2:18][C:17]2[C:12](=[CH:13][C:14]([S:20]([N:1]3[CH2:6][CH2:5][O:4][CH2:3][CH2:2]3)(=[O:21])=[O:22])=[CH:15][CH:16]=2)[CH2:11]1)(=[O:9])[CH3:8]. Reported procedure: was obtained as described in Example 4A by reacting morpholine with 2-acetyl-1,2,3,4-tetrahydroisoquinoline-7-sulfonyl chloride in the presence of diisopropylamine in THF and by heating with 50% concentrated hydrochloric acid and, after alkaline workup, converted into the corresponding 7-(morpholin-4-ylsulfonyl)-1,2,3,4-tetrahydroisoquinoline.